This data is from the Open Reaction Database (ORD), a public repository of structured organic reaction records. The task is: describe an organic reaction: reactants, conditions, products, and yield The reactants are C1(CC1)CN1CCN(CC1)[C@H]1CC[C@H](CC1)N ((cis)-4-[4-(cyclopropylmethyl)piperazin-1-yl]cyclohexanamine), C1(CCCC1)N1[C@@H](C(N(C=2C=NC(=NC12)NC=1C=CC(=C2CCOC21)C(=O)O)C)=O)CC (7-[[(7R)-8-cyclopentyl-7-ethyl-5-methyl-6-oxo-7H-pteridin-2-yl]amino]-2,3-dihydrobenzofuran-4-carboxylic acid), F[B-](F)(F)F.N1(N=NC2=C1C=CC=C2)OC(=[N+](C)C)N(C)C (O-(benzotriazol-1-yl)-N,N,N′,N′-tetra methyluronium tetrafluoroborate), C(C)(C)N(CC)C(C)C (diisopropylethylamine), N (ammonia). Solvent: ClCCl (dichloromethane), O (water). Run at time 2 hour. The product is C1(CCCC1)N1[C@@H](C(N(C=2C=NC(=NC12)NC=1C=CC(=C2CCOC21)C(=O)N[C@@H]2CC[C@@H](CC2)N2CCN(CC2)CC2CC2)C)=O)CC (7-[[(7R)-8-cyclopentyl-7-ethyl-5-methyl-6-oxo-7H-pteridin-2-yl]amino]-N-[(cis)-4-[4-(cyclopropylmethyl)piperazin-1-yl]cyclohexyl]-2,3-dihydrobenzofuran-4-carboxamide). The yield is 60.9%. Reaction SMILES: [CH:1]1([CH2:4][N:5]2[CH2:10][CH2:9][N:8]([C@@H:11]3[CH2:16][CH2:15][C@H:14]([NH2:17])[CH2:13][CH2:12]3)[CH2:7][CH2:6]2)[CH2:3][CH2:2]1.[CH:18]1([N:23]2[C:32]3[N:31]=[C:30]([NH:33][C:34]4[CH:35]=[CH:36][C:37]([C:43](O)=[O:44])=[C:38]5[C:42]=4[O:41][CH2:40][CH2:39]5)[N:29]=[CH:28][C:27]=3[N:26]([CH3:46])[C:25](=[O:47])[C@H:24]2[CH2:48][CH3:49])[CH2:22][CH2:21][CH2:20][CH2:19]1.F[B-](F)(F)F.N1(OC(N(C)C)=[N+](C)C)C2C=CC=CC=2N=N1.C(N(C(C)C)CC)(C)C.N>ClCCl.O>[CH:18]1([N:23]2[C:32]3[N:31]=[C:30]([NH:33][C:34]4[CH:35]=[CH:36][C:37]([C:43]([NH:17][C@H:14]5[CH2:15][CH2:16][C@@H:11]([N:8]6[CH2:9][CH2:10][N:5]([CH2:4][CH:1]7[CH2:2][CH2:3]7)[CH2:6][CH2:7]6)[CH2:12][CH2:13]5)=[O:44])=[C:38]5[C:42]=4[O:41][CH2:40][CH2:39]5)[N:29]=[CH:28][C:27]=3[N:26]([CH3:46])[C:25](=[O:47])[C@H:24]2[CH2:48][CH3:49])[CH2:19][CH2:20][CH2:21][CH2:22]1 |f:2.3|. Reported procedure: (cis)-4-[4-(Cyclopropylmethyl)piperazin-1-yl]cyclohexanamine 12e (139 mg, 0.40 mmol), 7-[[(7R)-8-cyclopentyl-7-ethyl-5-methyl-6-oxo-7H-pteridin-2-yl]amino]-2,3-dihydrobenzofuran-4-carboxylic acid 1q (175 mg, 0.40 mmol), O-(benzotriazol-1-yl)-N,N,N′,N′-tetra methyluronium tetrafluoroborate (128 mg, 0.40 mmol) and diisopropylethylamine (258 mg, 2.08 mmol) were dissolved in 50 mL of dichloromethane. The reaction solution was stirred for 2 hours followed by the addition of 50 mL of water and 10 mL o... Reactants: ice water, [N+](=O)([O-])C=1C(=C(C2=C(CC(O2)(C)CN2CC=3NC4=CC=CC=C4C3CC2)C1C)C)C ((±)-2-(5-nitro-2,4,6,7-tetramethyl-2,3-dihydrobenzofuran-2-ylmethyl)-2,3,4,9-tetrahydro-1H-beta-carboline), stannous chloride, Cl (hydrochloric acid), [OH-].[Na+] (sodium hydroxide). Solvent: C(C)O (ethanol). The product is NC=1C(=C(C2=C(CC(O2)(C)CN2CC=3NC4=CC=CC=C4C3CC2)C1C)C)C ((±)-2-(5-amino-2,4,6,7-tetramethyl-2,3-dihydrobenzofuran-2-ylmethyl)-2,3,4,9-tetrahydro-1H-beta-carboline). Isolated yield 77.5%. RXN SMILES: [N+:1]([C:4]1[C:5]([CH3:30])=[C:6]([CH3:29])[C:7]2[O:11][C:10]([CH2:13][N:14]3[CH2:26][CH2:25][C:24]4[C:23]5[C:18](=[CH:19][CH:20]=[CH:21][CH:22]=5)[NH:17][C:16]=4[CH2:15]3)([CH3:12])[CH2:9][C:8]=2[C:27]=1[CH3:28])([O-])=O.Cl.[OH-].[Na+]>C(O)C>[NH2:1][C:4]1[C:5]([CH3:30])=[C:6]([CH3:29])[C:7]2[O:11][C:10]([CH2:13][N:14]3[CH2:26][CH2:25][C:24]4[C:23]5[C:18](=[CH:19][CH:20]=[CH:21][CH:22]=5)[NH:17][C:16]=4[CH2:15]3)([CH3:12])[CH2:9][C:8]=2[C:27]=1[CH3:28] |f:2.3|. Procedure details: 1.49 g of (±)-2-(5-nitro-2,4,6,7-tetramethyl-2,3-dihydrobenzofuran-2-ylmethyl)-2,3,4,9-tetrahydro-1H-beta-carboline, 2.49 g of stannous chloride, 11 ml of hydrochloric acid and 25 ml of ethanol were added and, after heating at reflux for 6.5 hours, the mixture was poured into ice-water and an aqueous sodium hydroxide solution was added. The reaction solution was extracted with chloroform, washed with saturated saline and dried over anhydrous magnesium sulfate and, after the solvent was distilled... Reaction conditions: time 30 minute. Reactants: CC1(CNC=2N(C(C=C(N2)N2CCOCC2)=O)C1)C (7,7-dimethyl-2-(morpholin-4-yl)-6,7,8,9-tetrahydro-4H-pyrimido[1,2-a]-pyrimidin-4-one), water ice AcOEt, [H-].[Na+] (NaH), CS(=O)(=O)OCCOC (2-methoxyethyl methanesulfonate). Product: COCCN1CC(CN2C1=NC(=CC2=O)N2CCOCC2)(C)C (9-(2-methoxyethyl)-7,7-dimethyl-2-(morpholin-4-yl)-6,7,8,9-tetrahydro-4H-pyrimido[1,2-a]pyrimidin-4-one). Run in CN(C)C=O (DMF). Isolated yield 37.3%. RXN SMILES: [CH3:1][C:2]1([CH3:19])[CH2:18][N:6]2[C:7](=[O:17])[CH:8]=[C:9]([N:11]3[CH2:16][CH2:15][O:14][CH2:13][CH2:12]3)[N:10]=[C:5]2[NH:4][CH2:3]1.[H-].[Na+].CS(O[CH2:27][CH2:28][O:29][CH3:30])(=O)=O>CN(C=O)C>[CH3:30][O:29][CH2:28][CH2:27][N:4]1[C:5]2=[N:10][C:9]([N:11]3[CH2:16][CH2:15][O:14][CH2:13][CH2:12]3)=[CH:8][C:7](=[O:17])[N:6]2[CH2:18][C:2]([CH3:19])([CH3:1])[CH2:3]1 |f:1.2|. Procedure details: 0.22 g of 7,7-dimethyl-2-(morpholin-4-yl)-6,7,8,9-tetrahydro-4H-pyrimido[1,2-a]-pyrimidin-4-one are solubilized in anhydrous DMF. 0.7 g of 60% NaH are added and stirred for 30 mins. 0.24 g of 2-methoxyethyl methanesulfonate are added and the mixture is heated with reflux for 3 h. After returning to RT, the mixture is poured into a water/ice/AcOEt mixture. The organic phase is decanted, washed with a solution saturated with NaCl and then dried with magnesium sulfate. The solvents are evaporated. ... Starting materials: Cl.Cl.Cl.Cl.CN1CCC(CC1)C[C@@H](N)C(=O)N1CCN(CC1)C1CCN(CC1)C (1-[β-(1-methylpiperidin-4-yl)-D-alanyl]-4-(1-methylpiperidin-4-yl)piperazine tetrahydrochloride), N1C=CC2=CC=C(C=C12)C(=O)O (indole-6-carboxylic acid). The product is N1C=CC2=CC=C(C=C12)C(=O)N[C@H](CC1CCN(CC1)C)C(=O)N1CCN(CC1)C1CCN(CC1)C (1-[N-(Indole-6-carbonyl)-β-(1-methylpiperidin-4-yl)-D-alanyl]-4-(1-methylpiperidin-4-yl)piperazine). As a reaction SMILES: Cl.Cl.Cl.Cl.[CH3:5][N:6]1[CH2:11][CH2:10][CH:9]([CH2:12][C@H:13]([C:15]([N:17]2[CH2:22][CH2:21][N:20]([CH:23]3[CH2:28][CH2:27][N:26]([CH3:29])[CH2:25][CH2:24]3)[CH2:19][CH2:18]2)=[O:16])[NH2:14])[CH2:8][CH2:7]1.[NH:30]1[C:38]2[C:33](=[CH:34][CH:35]=[C:36]([C:39](O)=[O:40])[CH:37]=2)[CH:32]=[CH:31]1>>[NH:30]1[C:38]2[C:33](=[CH:34][CH:35]=[C:36]([C:39]([NH:14][C@@H:13]([C:15]([N:17]3[CH2:18][CH2:19][N:20]([CH:23]4[CH2:24][CH2:25][N:26]([CH3:29])[CH2:27][CH2:28]4)[CH2:21][CH2:22]3)=[O:16])[CH2:12][CH:9]3[CH2:10][CH2:11][N:6]([CH3:5])[CH2:7][CH2:8]3)=[O:40])[CH:37]=2)[CH:32]=[CH:31]1 |f:0.1.2.3.4|. Procedure: Using methods substantially equivalent to those described in Method D-1, the subtitled compound was prepared from 1-[β-(1-methylpiperidin-4-yl)-D-alanyl]-4-(1-methylpiperidin-4-yl)piperazine tetrahydrochloride and indole-6-carboxylic acid (59%). Reactants: FC=1C(=CC2=C(NC(O2)=O)C1)[N+](=O)[O-] (5-fluoro-6-nitro-benzooxazolinone), C([O-])([O-])=O.[K+].[K+] (potassium carbonate), C1=NC=CC=2C(=CC=CC12)S (5-Isoquinolinethiol), CN(C)C=O (DMF). Conditions: temperature 130 celsius, time 8 hour. Yields the product C1=NC=CC2=C(C=CC=C12)SC1=CC2=C(NC(O2)=O)C=C1[N+](=O)[O-] (6-(5-isoquinolylsulfanyl)-5-nitro-2,3-dihydro-benzo[d][1,3]oxazol-2-one). Isolated yield 38.0%. Reaction SMILES: [CH:1]1[C:10]2[CH:9]=[CH:8][CH:7]=[C:6]([SH:11])[C:5]=2[CH:4]=[CH:3][N:2]=1.F[C:13]1[C:14]([N+:23]([O-:25])=[O:24])=[CH:15][C:16]2OC(=O)N[C:17]=2[CH:22]=1.[C:26](=[O:29])([O-])[O-:27].[K+].[K+].C[N:33](C=O)C>>[CH:1]1[C:10]2[C:5](=[C:6]([S:11][C:13]3[C:14]([N+:23]([O-:25])=[O:24])=[CH:15][C:16]4[NH:33][C:26](=[O:29])[O:27][C:17]=4[CH:22]=3)[CH:7]=[CH:8][CH:9]=2)[CH:4]=[CH:3][N:2]=1 |f:2.3.4|. Procedure details: 5-Isoquinolinethiol 500 mg (3.1 mmol) was dissolved in DMF 20 ml, 5-fluoro-6-nitro-benzooxazolinone 670 mg (3.1 mmol) and potassium carbonate 1.29 g (9.3 mmol) were added, and the mixture was heated with stirring overnight at 130° C. The reaction mixture was concentrated under reduced pressure, acetone 20 ml was added to the residue, and insoluble materials were filtered. Chloroform 50 ml was added to the organic layer, the resulting precipitates were collected to give 6-(5-isoquinolylsulfanyl)-... Starting materials: C(C)N(CCN(C(C(=O)C1=C(C=C(C=C1)Cl)C(C1=CC=CC=C1)=O)=O)C)CC (o-benzoyl-p-chlorophenylglyoxylic acid [2-(diethylamino)ethyl]methylamide), N (ammonia), C(#N)[BH3-].[Na+] (sodium cyanoborohydride). The product is Cl.C(C)N(CCN(C(=O)C=1NC(=C2C=C(C=CC12)Cl)C1=CC=CC=C1)C)CC (5-chloro-3-phenylisoindole-1-carboxylic acid [2-(diethylamino)ethyl]methylamide hydrochloride). RXN SMILES: [CH2:1]([N:3]([CH2:27][CH3:28])[CH2:4][CH2:5][N:6]([CH3:26])[C:7](=[O:25])[C:8]([C:10]1[CH:15]=[CH:14][C:13]([Cl:16])=[CH:12][C:11]=1[C:17](=O)[C:18]1[CH:23]=[CH:22][CH:21]=[CH:20][CH:19]=1)=O)[CH3:2].N.C([BH3-])#[N:31].[Na+]>>[ClH:16].[CH2:1]([N:3]([CH2:27][CH3:28])[CH2:4][CH2:5][N:6]([CH3:26])[C:7]([C:8]1[NH:31][C:17]([C:18]2[CH:23]=[CH:22][CH:21]=[CH:20][CH:19]=2)=[C:11]2[C:10]=1[CH:15]=[CH:14][C:13]([Cl:16])=[CH:12]2)=[O:25])[CH3:2] |f:2.3,4.5|. Procedure details: In accordance with the procedure described in Example 3, 16.0 g. of o-benzoyl-p-chlorophenylglyoxylic acid [2-(diethylamino)ethyl]methylamide are reacted with 4.1 g. of ammonia and 1.6 g. of sodium cyanoborohydride. The ether extract containing the free base is concentrated to about 300 ml. and treated with ethereal hydrochloric acid. The precipitated hydrochloride is recrystallized from ethanol, and there is obtained 5-chloro-3-phenylisoindole-1-carboxylic acid [2-(diethylamino)ethyl]methylamid... The reactants are C(C)(=O)NC1=C(C=C(C=C1)OC(C(F)F)(F)F)F (4-acetylamino-3-fluoro-1-(1,1,2,2-tetrafluoroethoxy)benzene), Cl (hydrochloric acid), C(O)([O-])=O.[Na+] (sodium hydrogencarbonate). Yields the product FC1=C(N)C=CC(=C1)OC(C(F)F)(F)F (2-fluoro-4-(1,1,2,2-tetrafluoroethoxy)aniline). Isolated yield 81.0%. RXN SMILES: C([NH:4][C:5]1[CH:10]=[CH:9][C:8]([O:11][C:12]([F:17])([F:16])[CH:13]([F:15])[F:14])=[CH:7][C:6]=1[F:18])(=O)C.Cl.C(=O)([O-])O.[Na+]>>[F:18][C:6]1[CH:7]=[C:8]([O:11][C:12]([F:16])([F:17])[CH:13]([F:15])[F:14])[CH:9]=[CH:10][C:5]=1[NH2:4] |f:2.3|. Procedure details: 0.60 Gram of 4-acetylamino-3-fluoro-1-(1,1,2,2-tetrafluoroethoxy)benzene and 10 ml of a 20% aqueous hydrochloric acid were added to a reactor and stirred under reflux for 2 hours. After cooling the reaction solution, a 5% aqueous sodium hydrogencarbonate solution was added to make the solution weakly alkaline. The reaction solution was then extracted with two 100-ml portions of diethyl ether. The ether layers were combined, dried and concentrated to obtain a yellow oily product as a residue. Thi... Starting materials: CC(C)[C@@H](C(=O)OC1=CC=C(C=C1)[N+](=O)[O-])NC(=O)OCC2=CC=CC=C2 (Z-Val-ONp), N[C@@H]([C@H](O)C)C(=O)N[C@@H](CC(C)C)C(=O)OC(C)(C)C (H-Thr-Leu-OtBu), N[C@@H]([C@H](O)C)C(=O)N[C@H](CC(C)C)C(=O)OC(C)(C)C (H-Thr-D-Leu-OtBu). Solvent: CN(C)C=O (DMF). The product is N([C@@H](C(C)C)C(=O)N[C@@H]([C@H](O)C)C(=O)N[C@@H](CC(C)C)C(=O)OC(C)(C)C)C(=O)OCC1=CC=CC=C1 (Z-Val-Thr-Leu-OtBu). Yield: 72.0%. RXN SMILES: [CH3:1][CH:2]([C@H:4]([NH:17][C:18]([O:20][CH2:21][C:22]1[CH:27]=[CH:26][CH:25]=[CH:24][CH:23]=1)=[O:19])[C:5]([O:7]C1C=CC([N+]([O-])=O)=CC=1)=O)[CH3:3].[NH2:28][C@H:29]([C:33]([NH:35][C@H:36]([C:41]([O:43][C:44]([CH3:47])([CH3:46])[CH3:45])=[O:42])[CH2:37][CH:38]([CH3:40])[CH3:39])=[O:34])[C@@H:30]([CH3:32])[OH:31].N[C@H](C(N[C@@H](C(OC(C)(C)C)=O)CC(C)C)=O)[C@@H](C)O>CN(C=O)C>[NH:17]([C:18]([O:20][CH2:21][C:22]1[CH:23]=[CH:24][CH:25]=[CH:26][CH:27]=1)=[O:19])[C@H:4]([C:5]([NH:28][C@H:29]([C:33]([NH:35][C@H:36]([C:41]([O:43][C:44]([CH3:47])([CH3:46])[CH3:45])=[O:42])[CH2:37][CH:38]([CH3:39])[CH3:40])=[O:34])[C@@H:30]([CH3:32])[OH:31])=[O:7])[CH:2]([CH3:1])[CH3:3]. Procedure: Coupling of 7.85 g Z-Val-ONp with 5.53 g H-Thr-Leu-OtBu in 160 ml DMF in the way described in C (2) provides Z-Val-Thr-Leu-OtBu in 72% yield. The reactants are C(C)OC(\C=C\C1=CC=C(C=C1)Br)=O ((E)-3-(4-bromo-phenyl)-acrylic acid ethyl ester), ClC1=C(C=CC=C1Cl)B(O)O (2,3-dichlorobenzene boronic acid). Product: C(C)OC([C@H](CC1=CC=C(C=C1)OC\C=C\C1=CC=C(C=C1)C1=C(C(=CC=C1)Cl)Cl)OCC)=O ((E)-(S)-3-{4-[3-(2′,3′-Dichloro-biphenyl-4-yl)-allyloxy]-phenyl}-2-ethoxy-propionic acid ethyl ester). As a reaction SMILES: [CH2:1]([O:3][C:4](=[O:14])/[CH:5]=[CH:6]/[C:7]1[CH:12]=[CH:11][C:10](Br)=[CH:9][CH:8]=1)[CH3:2].[Cl:15][C:16]1[C:21]([Cl:22])=[CH:20][CH:19]=[CH:18][C:17]=1B(O)O>>[CH2:1]([O:3][C:4](=[O:14])[C@@H:5]([O:3][CH2:1][CH3:2])[CH2:6][C:7]1[CH:12]=[CH:11][C:10]([O:14][CH2:4]/[CH:5]=[CH:6]/[C:7]2[CH:12]=[CH:11][C:10]([C:17]3[CH:18]=[CH:19][CH:20]=[C:21]([Cl:22])[C:16]=3[Cl:15])=[CH:9][CH:8]=2)=[CH:9][CH:8]=1)[CH3:2]. Reported procedure: The title compound was prepared from (E)-3-(4-bromo-phenyl)-acrylic acid ethyl ester and 2,3-dichlorobenzene boronic acid by a sequence analogous to that described in example 52a-c.